From a dataset of the Open Reaction Database (ORD), a public repository of structured organic reaction records. describe an organic reaction: reactants, conditions, products, and yield The reactants are C=1C=CC2=C(C1)N=NN2O (HOBT), N1=CC=C(C=C1)CC(=O)O (4-pyridine-acetic acid), ClC1=CC2=C(C(C3=NC=CC=C3CS2)N2CCNCC2)C=C1 (1-(8-chloro-5,11-dihydro-[1]benzothiepino[4,3-b]pyridin-11-yl)-piperazine), CN1CCOCC1 (NMM). The solvent is CN(C)C=O (DMF), CCOC(=O)C (EtOAc), O (Water). Reaction conditions: time 19 hour. Product: ClC1=CC2=C(C(C3=NC=CC=C3CS2)N2CCN(CC2)C(CC2=CC=NC=C2)=O)C=C1 (4-(8-Chloro-5,11-dihydro-[1]benzothiepino[4,3-b]pyridin-11-yl)-1-(4-pyridinyl-acetyl)piperazine). The yield is 63.0%. As a reaction SMILES: C1C=CC2N(O)N=NC=2C=1.[N:11]1[CH:16]=[CH:15][C:14]([CH2:17][C:18]([OH:20])=O)=[CH:13][CH:12]=1.[Cl:21][C:22]1[CH:42]=[CH:41][C:25]2[CH:26]([N:35]3[CH2:40][CH2:39][NH:38][CH2:37][CH2:36]3)[C:27]3[C:32]([CH2:33][S:34][C:24]=2[CH:23]=1)=[CH:31][CH:30]=[CH:29][N:28]=3.CN1CCOCC1>CN(C=O)C.CCOC(C)=O.O>[Cl:21][C:22]1[CH:42]=[CH:41][C:25]2[CH:26]([N:35]3[CH2:36][CH2:37][N:38]([C:18](=[O:20])[CH2:17][C:14]4[CH:13]=[CH:12][N:11]=[CH:16][CH:15]=4)[CH2:39][CH2:40]3)[C:27]3[C:32]([CH2:33][S:34][C:24]=2[CH:23]=1)=[CH:31][CH:30]=[CH:29][N:28]=3. Reported procedure: DEC (464 mg, 2.42 mmol), HOBT (327 mg, 2.42 mmol), and 4-pyridine-acetic acid (332 mg, 2.42 mmol) were added to 1-(8-chloro-5,11-dihydro-[1]benzothiepino[4,3-b]pyridin-11-yl)-piperazine (400 mg, 1.21 mmol) and NMM (5.3 ml) in DMF (8 ml), and the mixture was stirred at room temperature for 19 hours. Water (30 ml) and EtOAc (50 ml) were added, and the layers were mixed and separated. The aqueous layer was extracted with EtOAc (3×40 ml). The aqueous layer was basified with saturated NaHCO3 and was ... Starting materials: ClC1=CC=C(C(=N1)C(=O)N)[N+](=O)[O-] (6-chloro-3-nitropicolinamide), C(OCC)(OCC)OCC (triethyl orthoformate). Product: ClC=1C=CC=2N=CN=C(C2N1)O (6-chloropyrido[3,2-d]pyrimidin-4-ol). The yield is 82.0%. As a reaction SMILES: [Cl:1][C:2]1[N:7]=[C:6]([C:8]([NH2:10])=[O:9])[C:5]([N+:11]([O-])=O)=[CH:4][CH:3]=1.[CH:14](OCC)(OCC)OCC>>[Cl:1][C:2]1[CH:3]=[CH:4][C:5]2[N:11]=[CH:14][N:10]=[C:8]([OH:9])[C:6]=2[N:7]=1. Reported procedure: A suspension of 6-chloro-3-nitropicolinamide (12 g, 70 mmol) in triethyl orthoformate (490 ml) was refluxed for 3 hours. A yellow suspension was formed which was cooled to room temperate. The precipitate was collected by filtration, and dried under vacuum to obtain 6-chloropyrido[3,2-d]pyrimidin-4-ol (10.44 g, 82% yield). Reactants: CCc1c(C(=O)C(N)=O)c2c(OCC(=O)OC)cccc2n1Cc1ccccc1-c1ccccc1, CO, [Na+], [OH-]. The product is CCc1c(C(=O)C(N)=O)c2c(OCC(=O)O)cccc2n1Cc1ccccc1-c1ccccc1. Reaction SMILES: [CH3:1][O:2][C:3]([CH2:4][O:5][c:6]1[c:7]2[c:8]([C:30]([C:31](=[O:32])[NH2:33])=[O:34])[c:9]([CH2:28][CH3:29])[n:10]([CH2:15][c:16]3[c:17](-[c:22]4[cH:23][cH:24][cH:25][cH:26][cH:27]4)[cH:18][cH:19][cH:20][cH:21]3)[c:11]2[cH:12][cH:13][cH:14]1)=[O:35].[CH3:38][OH:39].[Na+:37].[OH-:36]>>[O:2]=[C:3]([CH2:4][O:5][c:6]1[c:7]2[c:8]([C:30]([C:31](=[O:32])[NH2:33])=[O:34])[c:9]([CH2:28][CH3:29])[n:10]([CH2:15][c:16]3[c:17](-[c:22]4[cH:23][cH:24][cH:25][cH:26][cH:27]4)[cH:18][cH:19][cH:20][cH:21]3)[c:11]2[cH:12][cH:13][cH:14]1)[OH:35].